From a dataset of the Open Reaction Database (ORD), a public repository of structured organic reaction records. describe an organic reaction: reactants, conditions, products, and yield The reactants are FC(C(=O)O)(F)F (trifluoroacetic acid), C(C1=CC=CC=C1)OC1=C(C(=O)NC2=C(C(=O)OC)C=CC(=C2)Br)C=C(C=C1)C1CCN(CC1)C(=O)OC(C)(C)C (methyl 2-(2-(benzyloxy)-5-(1-(tert-butoxycarbonyl)piperidin-4-yl)benzamido)-4-bromobenzoate), C([O-])(O)=O.[Na+] (sodium bicarbonate). Solvent: C(Cl)Cl (methylene chloride). Reaction conditions: time 30 minute. Yields the product C(C1=CC=CC=C1)OC1=C(C(=O)NC2=C(C(=O)OC)C=CC(=C2)Br)C=C(C=C1)C1CCNCC1 (methyl 2-(2-(benzyloxy)-5-(piperidin-4-yl)benzamido)-4-bromobenzoate). The yield is 99.0%. Reaction SMILES: FC(F)(F)C(O)=O.[CH2:8]([O:15][C:16]1[CH:35]=[CH:34][C:33]([CH:36]2[CH2:41][CH2:40][N:39](C(OC(C)(C)C)=O)[CH2:38][CH2:37]2)=[CH:32][C:17]=1[C:18]([NH:20][C:21]1[CH:30]=[C:29]([Br:31])[CH:28]=[CH:27][C:22]=1[C:23]([O:25][CH3:26])=[O:24])=[O:19])[C:9]1[CH:14]=[CH:13][CH:12]=[CH:11][CH:10]=1.C(=O)(O)[O-].[Na+]>C(Cl)Cl>[CH2:8]([O:15][C:16]1[CH:35]=[CH:34][C:33]([CH:36]2[CH2:41][CH2:40][NH:39][CH2:38][CH2:37]2)=[CH:32][C:17]=1[C:18]([NH:20][C:21]1[CH:30]=[C:29]([Br:31])[CH:28]=[CH:27][C:22]=1[C:23]([O:25][CH3:26])=[O:24])=[O:19])[C:9]1[CH:10]=[CH:11][CH:12]=[CH:13][CH:14]=1 |f:2.3|. Procedure details: Under ice-cooling, trifluoroacetic acid (1.3 mL) was added to a methylene chloride (6.5 mL) solution of methyl 2-(2-(benzyloxy)-5-(1-(tert-butoxycarbonyl)piperidin-4-yl)benzamido)-4-bromobenzoate (0.65 g), followed by stirring at room temperature for 30 minutes. The reaction mixture was added to a saturated aqueous solution of sodium bicarbonate under ice-cooling. The organic layer was separated, washed with a saturated aqueous solution of sodium bicarbonate, and dried over anhydrous sodium sulf... The reactants are Cl (hydrochloric acid), C(C)(=O)NCCN1C(=CC2=CC=C(C=C12)OC)C(=O)OCC (Ethyl 1-[2-(acetylamino)ethyl]-6-methoxy-1H-indole-2-carboxylate), O (water), [OH-].[Na+] (sodium hydroxide). The solvent is C(C)O (ethanol). The product is C(C)(=O)NCCN1C(=CC2=CC=C(C=C12)OC)C(=O)O (1-[2-(Acetylamino)ethyl]-6-methoxy-1H-indole-2-carboxylic acid). Reaction SMILES: [C:1]([NH:4][CH2:5][CH2:6][N:7]1[C:15]2[C:10](=[CH:11][CH:12]=[C:13]([O:16][CH3:17])[CH:14]=2)[CH:9]=[C:8]1[C:18]([O:20]CC)=[O:19])(=[O:3])[CH3:2].[OH-].[Na+].O.Cl>C(O)C>[C:1]([NH:4][CH2:5][CH2:6][N:7]1[C:15]2[C:10](=[CH:11][CH:12]=[C:13]([O:16][CH3:17])[CH:14]=2)[CH:9]=[C:8]1[C:18]([OH:20])=[O:19])(=[O:3])[CH3:2] |f:1.2|. Procedure: Dissolve 0.69 g of the compound obtained in Step B in 10 ml of absolute ethanol and add 2.5 ml of sodium hydroxide solution (1M) and reflux for 16 hours. Cool and add 20 ml of water and acidify the reaction mixture with hydrochloric acid (5M). Filter off the precipitate and wash it with water. The title product is obtained in the form of a white solid. The reactants are CC(=O)Nc1ccccc1, C=CCBr, C=CCN(C(C)=O)c1cccc(C(F)(F)F)c1, C1CCOC1, CC(=O)OC(C)=O, [H-], [H][H], Nc1ccccc1, [Na+]. The product is CC(=O)Nc1cccc(C(F)(F)F)c1. As a reaction SMILES: [C:15]([NH:16][c:17]1[cH:18][cH:19][cH:20][cH:21][cH:22]1)(=[O:23])[CH3:24].[CH2:29]([Br:30])[CH:31]=[CH2:32].[CH2:33]([CH:34]=[CH2:35])[N:36]([c:37]1[cH:38][c:39]([C:43]([F:44])([F:45])[F:46])[cH:40][cH:41][cH:42]1)[C:47]([CH3:48])=[O:49].[CH2:50]1[O:51][CH2:52][CH2:53][CH2:54]1.[CH3:8][C:9]([O:10][C:11](=[O:12])[CH3:13])=[O:14].[H-:25].[H:27][H:28].[NH2:1][c:2]1[cH:3][cH:4][cH:5][cH:6][cH:7]1.[Na+:26]>>[NH:36]([c:37]1[cH:38][c:39]([C:43]([F:44])([F:45])[F:46])[cH:40][cH:41][cH:42]1)[C:47]([CH3:48])=[O:49]. Reactants: CCCCCCCCCCCCCC(CC(N)=O)OC(=O)C(CCCC(=O)OCc1ccccc1)NC(=O)OC(C)(C)C, CCOC(C)=O, CCOCC, Cl. Product: CCCCCCCCCCCCCC(CC(N)=O)OC(=O)C(N)CCCC(=O)OCc1ccccc1, Cl. Reaction SMILES: [CH2:1]([c:2]1[cH:3][cH:4][cH:5][cH:6][cH:7]1)[O:8][C:9](=[O:10])[CH2:11][CH2:12][CH2:13][CH:14]([C:15](=[O:16])[O:17][CH:18]([CH2:19][C:20](=[O:21])[NH2:22])[CH2:23][CH2:24][CH2:25][CH2:26][CH2:27][CH2:28][CH2:29][CH2:30][CH2:31][CH2:32][CH2:33][CH2:34][CH3:35])[NH:36][C:37]([O:38][C:39]([CH3:40])([CH3:41])[CH3:42])=[O:43].[CH3:45][CH2:46][O:47][C:48](=[O:49])[CH3:50].[CH3:51][CH2:52][O:53][CH2:54][CH3:55].[ClH:44]>>[CH2:1]([c:2]1[cH:3][cH:4][cH:5][cH:6][cH:7]1)[O:8][C:9](=[O:10])[CH2:11][CH2:12][CH2:13][CH:14]([C:15](=[O:16])[O:17][CH:18]([CH2:19][C:20](=[O:21])[NH2:22])[CH2:23][CH2:24][CH2:25][CH2:26][CH2:27][CH2:28][CH2:29][CH2:30][CH2:31][CH2:32][CH2:33][CH2:34][CH3:35])[NH2:36].[ClH:44].